The task is: describe an organic reaction: reactants, conditions, products, and yield. This data is from the Open Reaction Database (ORD), a public repository of structured organic reaction records. Reaction SMILES: [C:1](=[O:2])([CH3:3])[NH:4][CH:5]1[CH:6]([OH:7])[O:8][CH:9]([CH2:14][OH:15])[CH:10]([OH:13])[CH:11]1[OH:12].[ClH:16].[OH2:17]>>[ClH:16].[NH2:4][CH:5]1[CH:6]([OH:7])[O:8][CH:9]([CH2:14][OH:15])[CH:10]([OH:13])[CH:11]1[OH:12]. Starting materials: CC(=O)NC1C(O)OC(CO)C(O)C1O, Cl, O. Product: Cl, NC1C(O)OC(CO)C(O)C1O. The reactants are [BH4-], CO, [Cl-], [NH4+], [Na+], O=CC=Cc1cnc2ccccc2c1. Product: OCC=Cc1cnc2ccccc2c1. RXN SMILES: [BH4-:15].[CH3:19][OH:20].[Cl-:17].[NH4+:18].[Na+:16].[n:1]1[cH:2][c:3]([CH:11]=[CH:12][CH:13]=[O:14])[cH:4][c:5]2[cH:6][cH:7][cH:8][cH:9][c:10]12>>[n:1]1[cH:2][c:3]([CH:11]=[CH:12][CH2:13][OH:14])[cH:4][c:5]2[cH:6][cH:7][cH:8][cH:9][c:10]12. The reactants are CC=1C(=NC=CC1)C1NC(CCC1)C1=NC=CC=C1C (3,3″-dimethyl-1′,2′,3′,4′,5′,6′-hexahydro-[2,2′;6′,2″]terpyridine), BrCC1=C(C=CC=C1)C1(OCCO1)C (2-(2-bromomethyl-phenyl)-2-methyl-[1,3]dioxolane), CCN(C(C)C)C(C)C (DIPEA). Solvent: CN(C)C=O (DMF). Yields the product CC=1C(=NC=CC1)C1N(C(CCC1)C1=NC=CC=C1C)CC1=C(C=CC=C1)C1(OCCO1)C (3,3″-dimethyl-1′-[2-(2-methyl-[1,3]dioxolan-2-yl)-benzyl]-1′,2′,3′,4′,5′,6′-hexahydro-[2,2′;6′,2″]terpyridine). Isolated yield 89.5%. As a reaction SMILES: [CH3:1][C:2]1[C:3]([CH:8]2[CH2:13][CH2:12][CH2:11][CH:10]([C:14]3[C:19]([CH3:20])=[CH:18][CH:17]=[CH:16][N:15]=3)[NH:9]2)=[N:4][CH:5]=[CH:6][CH:7]=1.Br[CH2:22][C:23]1[CH:28]=[CH:27][CH:26]=[CH:25][C:24]=1[C:29]1([CH3:34])[O:33][CH2:32][CH2:31][O:30]1.CCN(C(C)C)C(C)C>CN(C=O)C>[CH3:1][C:2]1[C:3]([CH:8]2[CH2:13][CH2:12][CH2:11][CH:10]([C:14]3[C:19]([CH3:20])=[CH:18][CH:17]=[CH:16][N:15]=3)[N:9]2[CH2:22][C:23]2[CH:28]=[CH:27][CH:26]=[CH:25][C:24]=2[C:29]2([CH3:34])[O:30][CH2:31][CH2:32][O:33]2)=[N:4][CH:5]=[CH:6][CH:7]=1. Reported procedure: Using General Procedure A: A solution of 3,3″-dimethyl-1′,2′,3′,4′,5′,6′-hexahydro-[2,2′;6′,2″]terpyridine (0.547 g, 2.04 mmol), 2-(2-bromomethyl-phenyl)-2-methyl-[1,3]dioxolane (1.03 g, 3.99 mmol), KI (73 mg, 0.42 mmol), and DIPEA (0.70 mL, 4.02 mmol) in DMF (10 mL) was heated at 60° C. for 24 hours. Purification of the crude material by column chromatography on silica gel (40:1:1 CH2Cl2—CH3OH—NH4OH) provided 0.81 g (90%) of 3,3″-dimethyl-1′-[2-(2-methyl-[1,3]dioxolan-2-yl)-benzyl]-1′,2′,3′,4′,... Reactants: solution, B(Br)(Br)Br (BBr3), O (water), COC=1C=C2C(NC(C2=CC1)=O)(C)C (5-Methoxy-3,3-dimethyl-2,3-dihydroisoindol-1-one), B(Br)(Br)Br (BBr3). The solvent is C(Cl)Cl (CH2Cl2), C(Cl)Cl (CH2Cl2), C(Cl)Cl (CH2Cl2). Conditions: time 8 hour. Product: OC=1C=C2C(NC(C2=CC1)=O)(C)C (5-Hydroxy-3,3-dimethyl-2,3-dihydroisoindol-1-one). Yield: 56.9%. RXN SMILES: B(Br)(Br)Br.C[O:6][C:7]1[CH:8]=[C:9]2[C:13](=[CH:14][CH:15]=1)[C:12](=[O:16])[NH:11][C:10]2([CH3:18])[CH3:17].O>C(Cl)Cl>[OH:6][C:7]1[CH:8]=[C:9]2[C:13](=[CH:14][CH:15]=1)[C:12](=[O:16])[NH:11][C:10]2([CH3:18])[CH3:17]. Reported procedure: A 1 M solution of BBr3 in CH2Cl2 (88.0 mL, 88.0 mmol) is dissolved in dry CH2Cl2 under N2. A solution of lactam 57 (7.65 g, 40.0 mmol) in CH2Cl2 (50 mL) is added to the BBr3 solution dropwise over 10 min. The resulting mixture is stirred at rt overnight. The reaction mixture is poured into water and extracted with EtOAc (3×). The organic phase is dried (MgSO4), filtered, and evaporated, leaving the product 62 as a white solid (4.03 g, 57%), mp 231-233° C., which requires no purification. 1H NMR ... Reactants: O=C(Oc1ccccc1)OC(Cl)CCc1ccccc1, CC(=O)Nc1c(I)c(C(=O)[O-])c(I)c(N(C)C(C)=O)c1I, [I-], [K+], [Na+], CN(C)C=O. The product is CC(=O)Nc1c(I)c(C(=O)OC(CCc2ccccc2)OC(=O)Oc2ccccc2)c(I)c(N(C)C(C)=O)c1I. RXN SMILES: [C:1]([O:2][CH:3]([CH2:4][CH2:5][c:6]1[cH:7][cH:8][cH:9][cH:10][cH:11]1)[Cl:12])([O:13][c:14]1[cH:15][cH:16][cH:17][cH:18][cH:19]1)=[O:20].[C:21]([CH3:22])(=[O:23])[NH:24][c:25]1[c:26]([I:41])[c:27]([N:36]([CH3:37])[C:38]([CH3:39])=[O:40])[c:28]([I:35])[c:29]([C:32](=[O:33])[O-:34])[c:30]1[I:31].[I-:44].[K+:42].[Na+:43].[O:45]=[CH:46][N:47]([CH3:48])[CH3:49]>>[C:1]([O:2][CH:3]([CH2:4][CH2:5][c:6]1[cH:7][cH:8][cH:9][cH:10][cH:11]1)[O:34][C:32]([c:29]1[c:28]([I:35])[c:27]([N:36]([CH3:37])[C:38]([CH3:39])=[O:40])[c:26]([I:41])[c:25]([NH:24][C:21]([CH3:22])=[O:23])[c:30]1[I:31])=[O:33])([O:13][c:14]1[cH:15][cH:16][cH:17][cH:18][cH:19]1)=[O:20].